Dataset: the Open Reaction Database (ORD), a public repository of structured organic reaction records. Task: describe an organic reaction: reactants, conditions, products, and yield Starting materials: O=C1CCC(=O)N1Br, O=C([O-])O, Cc1cc(C)c2nccn2n1, ClC(Cl)Cl, [Na+]. Yields the product Cc1cc(C)c2ncc(Br)n2n1. As a reaction SMILES: [Br:12][N:13]1[C:14](=[O:15])[CH2:16][CH2:17][C:18]1=[O:19].[C:20](=[O:21])([OH:22])[O-:23].[CH3:1][c:2]1[cH:3][c:4]([CH3:11])[c:5]2[n:6]([n:7]1)[cH:8][cH:9][n:10]2.[CH:25]([Cl:26])([Cl:27])[Cl:28].[Na+:24]>>[CH3:1][c:2]1[cH:3][c:4]([CH3:11])[c:5]2[n:6]([n:7]1)[c:8]([Br:12])[cH:9][n:10]2. Reactants: [BH4-], CC(=O)O[BH-](OC(C)=O)OC(C)=O, CC#N, CO, O=Cc1ccccc1, Cl, NC(=O)c1ccc(Oc2ccc(C3CCCNC3)cc2)nc1, [Na+], [Na+]. Yields the product NC(=O)c1ccc(Oc2ccc(C3CCCN(Cc4ccccc4)C3)cc2)nc1. RXN SMILES: [BH4-:46].[C:32]([O:33][BH-:34]([O:35][C:36](=[O:37])[CH3:38])[O:39][C:40](=[O:41])[CH3:42])(=[O:43])[CH3:44].[CH3:48][C:49]#[N:50].[CH3:51][OH:52].[CH:24](=[O:25])[c:26]1[cH:27][cH:28][cH:29][cH:30][cH:31]1.[ClH:1].[NH:2]1[CH2:3][CH:4]([c:8]2[cH:9][cH:10][c:11]([O:12][c:13]3[n:14][cH:15][c:16]([C:17](=[O:18])[NH2:19])[cH:20][cH:21]3)[cH:22][cH:23]2)[CH2:5][CH2:6][CH2:7]1.[Na+:45].[Na+:47]>>[N:2]1([CH2:24][c:26]2[cH:27][cH:28][cH:29][cH:30][cH:31]2)[CH2:3][CH:4]([c:8]2[cH:9][cH:10][c:11]([O:12][c:13]3[n:14][cH:15][c:16]([C:17](=[O:18])[NH2:19])[cH:20][cH:21]3)[cH:22][cH:23]2)[CH2:5][CH2:6][CH2:7]1. Reactants: OC1CCN(CC1)C(=O)N1CC(CC(C1)C1=CC=C(C=C1)C(F)(F)F)C(=O)O (1-[(4-Hydroxypiperidin-1-yl)carbonyl]-5-[4-(trifluoromethyl)phenyl]piperidine-3-carboxylic acid), 46.9, ClC1=C(C=CC=C1)C(N)=NO (2-chloro-N′-hydroxybenzenecarboximidamide). Product: ClC1=C(C=CC=C1)C1=NOC(=N1)C1CN(CC(C1)C1=CC=C(C=C1)C(F)(F)F)C(=O)N1CCC(CC1)O ({3-[3-(2-Chlorophenyl)-1,2,4-oxadiazol-5-yl]-5-[4-(trifluoromethyl)phenyl]piperidin-1-yl}(4-hydroxypiperidin-1-yl)methanone). Reaction SMILES: [OH:1][CH:2]1[CH2:7][CH2:6][N:5]([C:8]([N:10]2[CH2:15][CH:14]([C:16]3[CH:21]=[CH:20][C:19]([C:22]([F:25])([F:24])[F:23])=[CH:18][CH:17]=3)[CH2:13][CH:12]([C:26](O)=[O:27])[CH2:11]2)=[O:9])[CH2:4][CH2:3]1.[Cl:29][C:30]1[CH:35]=[CH:34][CH:33]=[CH:32][C:31]=1[C:36](=[N:38]O)[NH2:37]>>[Cl:29][C:30]1[CH:35]=[CH:34][CH:33]=[CH:32][C:31]=1[C:36]1[N:38]=[C:26]([CH:12]2[CH2:13][CH:14]([C:16]3[CH:21]=[CH:20][C:19]([C:22]([F:24])([F:23])[F:25])=[CH:18][CH:17]=3)[CH2:15][N:10]([C:8]([N:5]3[CH2:6][CH2:7][CH:2]([OH:1])[CH2:3][CH2:4]3)=[O:9])[CH2:11]2)[O:27][N:37]=1. Reported procedure: 100 mg (0.250 mmol) of 1-[(4-hydroxypiperidin-1-yl)carbonyl]-5-[4-(trifluoromethyl)phenyl]piperidine-3-carboxylic acid (Example 99A) and 46.9 (0.275 mmol) of 2-chloro-N′-hydroxybenzenecarboximidamide were reacted according to the General Method 1. Yield: 53.0 mg (39% of theory). The reactants are FC(C=1C=C(OC2=CC=C(C=C2)Br)C=CC1)(F)F (4-(3-trifluoromethylphenoxy)bromo-benzene), CO (methanol), [Na] (sodium), C1=CC(=CC=C1O)S(=O)(=O)C2=CC=C(C=C2)O (4,4'-dihydroxydiphenyl sulfone), cuprous chloride. The product is FC(C=1C=C(OC2=CC=C(OC3=CC=C(C=C3)S(=O)(=O)C3=CC=C(C=C3)OC3=CC=C(C=C3)OC3=CC(=CC=C3)C(F)(F)F)C=C2)C=CC1)(F)F (bis[4-(4-(3-trifluoromethylphenoxy) phenoxy)phenyl] sulfone). RXN SMILES: [CH3:1][OH:2].[Na].[CH:4]1[C:9]([OH:10])=[CH:8][CH:7]=[C:6]([S:11]([C:14]2[CH:19]=[CH:18][C:17]([OH:20])=[CH:16][CH:15]=2)(=[O:13])=[O:12])[CH:5]=1.[F:21][C:22]([F:38])([F:37])[C:23]1[CH:24]=[C:25]([CH:34]=[CH:35][CH:36]=1)[O:26][C:27]1[CH:32]=[CH:31][C:30](Br)=[CH:29][CH:28]=1>C(Cl)Cl.N1C=CC=CC=1>[F:21][C:22]([F:38])([F:37])[C:23]1[CH:24]=[C:25]([CH:34]=[CH:35][CH:36]=1)[O:26][C:27]1[CH:32]=[CH:31][C:30]([O:20][C:17]2[CH:18]=[CH:19][C:14]([S:11]([C:6]3[CH:5]=[CH:4][C:9]([O:10][C:27]4[CH:28]=[CH:29][C:1]([O:2][C:25]5[CH:34]=[CH:35][CH:36]=[C:23]([C:22]([F:21])([F:37])[F:38])[CH:24]=5)=[CH:31][CH:32]=4)=[CH:8][CH:7]=3)(=[O:13])=[O:12])=[CH:15][CH:16]=2)=[CH:29][CH:28]=1 |^1:2|. Procedure: All apparatus is rigorously dried and flushed with nitrogen before use. The reaction is performed in a 100 mL 3-necked flask equipped with a mechanical stirrer, a reflux condenser topped with a nitrogen inlet tube, and a stopper. The flask is charged with methanol (20 mL) and sodium (0.735 g, 31.8 mmol). After all of the sodium has been consumed the methanol is distilled from the flask. The last traces of methanol are removed by azeotropic distillation with benzene. Pyridine (40 mL) and 4,4'-dih... Run in N1=CC=CC=C1 (Pyridine), C(Cl)Cl (CH2Cl2).